The task is: describe an organic reaction: reactants, conditions, products, and yield. This data is from the Open Reaction Database (ORD), a public repository of structured organic reaction records. Starting materials: C1(=CC=CC=C1)NC(=O)NC1=CC=CC=C1 (N,N'-diphenyl urea), C(C)O (ethyl alcohol). Product: CCOC(=O)NC1=CC=CC=C1 (N-phenylethyl carbamate). The yield is 93.0%. As a reaction SMILES: C1(N[C:8]([NH:10][C:11]2[CH:16]=[CH:15][CH:14]=[CH:13][CH:12]=2)=[O:9])C=CC=CC=1.[CH2:17]([OH:19])[CH3:18]>>[CH3:18][CH2:17][O:19][C:8]([NH:10][C:11]1[CH:12]=[CH:13][CH:14]=[CH:15][CH:16]=1)=[O:9]. Reported procedure: Following the same procedures as in Example 8, a total amount of N,N'-diphenyl urea crystal was reacted with 50.00 g of ethyl alcohol. After the reaction, the reaction mixture was analyzed to obtain a 93% yield for N-phenylethyl carbamate and a 95% yield for aniline. The reactants are [OH-].[Na+] (sodium hydroxide), resultant mixture, [Cl-].[Al+3].[Cl-].[Cl-] (aluminium chloride), C(C)C1=CC=C(C=C1)O (4-ethylphenol), CSC#N (methylthiocyanate), B(Cl)(Cl)Cl (boron trichloride). Run in ClCCl (dichloromethane), ClCCl (dichloromethane). Run at temperature 4 celsius, time 1 hour. Yields the product C(#N)C1=C(C=CC(=C1)CC)O (2-cyano-4-ethylphenol). As a reaction SMILES: [CH2:1]([C:3]1[CH:8]=[CH:7][C:6]([OH:9])=[CH:5][CH:4]=1)[CH3:2].B(Cl)(Cl)Cl.CS[C:16]#[N:17].[Cl-].[Al+3].[Cl-].[Cl-].[OH-].[Na+]>ClCCl>[C:16]([C:5]1[CH:4]=[C:3]([CH2:1][CH3:2])[CH:8]=[CH:7][C:6]=1[OH:9])#[N:17] |f:3.4.5.6,7.8|. Procedure: A solution of 4-ethylphenol (2.44 g) in dichloromethane (10 ml), was added to a stirred, ice-cooled, solution of 1M boron trichloride in dichloromethane (24 ml) under argon, followed by methylthiocyanate (1.64 ml), and then anhydrous aluminium chloride (2.66 g). The mixture was stirred for 1 hour at 4° C., then heated at reflux (bath temperature 60° C.) for 4 hours and finally stirred for 16 hours at ambient temperature. The mixture was added cautiously to a stirred, ice-cooled, 4M sodium hydrox... Starting materials: C(Cl)(Cl)Cl (chloroform), FC1(OC2=C(O1)C=CC(=C2)CO)F ((2,2-difluorobenzo[1,3]dioxol-5-yl)methanol). The reagents and catalysts are [O-2].[O-2].[Mn+4] (manganese dioxide). Solvent: O1CCCC1 (tetrahydrofuran). Reaction conditions: time 3 day. Yields the product FC1(OC2=C(O1)C=CC(=C2)C=O)F (2,2-difluorobenzo[1,3]dioxol-5-carbaldehyde). Reaction SMILES: C(Cl)(Cl)Cl.[F:5][C:6]1([F:17])[O:10][C:9]2[CH:11]=[CH:12][C:13]([CH2:15][OH:16])=[CH:14][C:8]=2[O:7]1>[O-2].[O-2].[Mn+4].O1CCCC1>[F:17][C:6]1([F:5])[O:10][C:9]2[CH:11]=[CH:12][C:13]([CH:15]=[O:16])=[CH:14][C:8]=2[O:7]1 |f:2.3.4|. Reported procedure: To 20 mL of chloroform containing 930 mg of (2,2-difluorobenzo[1,3]dioxol-5-yl)methanol and 20 mL of a tetrahydrofuran solution, 2.20 g of manganese dioxide was added, and the mixture was stirred at room temperature for 3 days. The insoluble material filtered off, and the solvent was removed under reduced pressure. The residue thus obtained was purified by silica gel column chromatography [silica gel; Silica gel 60 manufactured by Kanto Chemical Co., Inc., eluent; ethyl acetate:hexane 1:2] to ob...